This data is from the Open Reaction Database (ORD), a public repository of structured organic reaction records. The task is: describe an organic reaction: reactants, conditions, products, and yield The solvent is CC(=O)C (acetone). Yields the product CN(C(CN1N=CC(=C1)[N+](=O)[O-])=O)C (N,N-dimethyl-2-(4-nitro-1H-pyrazol-1-yl)acetamide). Starting materials: [N+](=O)([O-])C=1C=NNC1 (4-nitro-1H-pyrazole), ClCC(=O)N(C)C (2-chloro-N,N-dimethylacetamide), C([O-])([O-])=O.[K+].[K+] (potassium carbonate). Procedure details: A suspension of 4-nitro-1H-pyrazole (0.4 g, 3.54 mmol), 2-chloro-N,N-dimethylacetamide (0.546 ml, 5.31 mmol) and potassium carbonate (0.733 g, 5.31 mmol) in 18 ml acetone was refluxed for 6 hours. The cooled suspension was filtered with acetone washes and the concentrated residue was flash chromatographed (50 mm, 3% methanol in CH2Cl2) to afford the title compound. RXN SMILES: [N+:1]([C:4]1[CH:5]=[N:6][NH:7][CH:8]=1)([O-:3])=[O:2].Cl[CH2:10][C:11]([N:13]([CH3:15])[CH3:14])=[O:12].C(=O)([O-])[O-].[K+].[K+]>CC(C)=O>[CH3:14][N:13]([CH3:15])[C:11](=[O:12])[CH2:10][N:6]1[CH:5]=[C:4]([N+:1]([O-:3])=[O:2])[CH:8]=[N:7]1 |f:2.3.4|. Starting materials: [Br-].C1(=CC=CC=C1)C(C(=O)O[C@H]1C[N+]2(CCC1CC2)CC(NC2=NOC=C2)=O)(C)C2=CC=CC=C2 ((R)-3-(2,2-Diphenyl-propionyloxy)-1-(isoxazol-3-ylcarbamoylmethyl)-1-azonia-bicyclo[2.2.2]octane bromide), [Br-].O[C@H]1C[N+]2(CCC1CC2)CC(NC2=NC=CN=C2)=O ((R)-3-Hydroxy-1-(pyrazin-2-ylcarbamoylmethyl)-1-azonia-bicyclo[2.2.2]octane bromide), C1(CCCC1)C(C(=O)O)(C1=CC=CC=C1)O (cyclopentyl-hydroxy-phenyl-acetic acid), [Br-].O[C@H]1C[N+]2(CCC1CC2)CC(NC2=NOC=C2)=O ((R)-3-hydroxy-1-(isoxazol-3-ylcarbamoylmethyl)-1-azonia-bicyclo[2.2.2]octane bromide), [Br-].O[C@H]1C[N+]2(CCC1CC2)CC(NC2=NC=CN=C2)=O ((R)-3-Hydroxy-1-(pyrazin-2-ylcarbamoylmethyl)-1-azonia-bicyclo[2.2.2]octane bromide). Product: [Br-].C1(CCCC1)C(C(=O)O[C@H]1C[N+]2(CCC1CC2)CC(NC2=NC=CN=C2)=O)(C2=CC=CC=C2)O ((R)-3-(2-Cyclopentyl-2-hydroxy-2-phenyl-acetoxy)-1-(pyrazin-2-ylcarbamoylmethyl)-1-azonia-bicyclo[2.2.2]octane bromide). Reaction SMILES: [Br-:1].C1(C(C2C=CC=CC=2)(C)C(O[C@@H]2C3CC[N+](CC(=O)NC4C=CON=4)(CC3)C2)=O)C=CC=CC=1.[Br-].O[C@@H]1C2CC[N+](CC(=O)NC3C=CON=3)(CC2)C1.[Br-].[OH:56][C@@H:57]1[CH:62]2[CH2:63][CH2:64][N+:59]([CH2:65][C:66](=[O:74])[NH:67][C:68]3[CH:73]=[N:72][CH:71]=[CH:70][N:69]=3)([CH2:60][CH2:61]2)[CH2:58]1.[CH:75]1([C:80]([OH:90])([C:84]2[CH:89]=[CH:88][CH:87]=[CH:86][CH:85]=2)[C:81](O)=[O:82])[CH2:79][CH2:78][CH2:77][CH2:76]1>>[Br-:1].[CH:75]1([C:80]([OH:90])([C:84]2[CH:85]=[CH:86][CH:87]=[CH:88][CH:89]=2)[C:81]([O:56][C@@H:57]2[CH:62]3[CH2:63][CH2:64][N+:59]([CH2:65][C:66](=[O:74])[NH:67][C:68]4[CH:73]=[N:72][CH:71]=[CH:70][N:69]=4)([CH2:60][CH2:61]3)[CH2:58]2)=[O:82])[CH2:79][CH2:78][CH2:77][CH2:76]1 |f:0.1,2.3,4.5,7.8|. Procedure: This compound is prepared analogously to (R)-3-(2,2-Diphenyl-propionyloxy)-1-(isoxazol-3-ylcarbamoylmethyl)-1-azonia-bicyclo[2.2.2]octane bromide (Example 4), substituting (R)-3-hydroxy-1-(isoxazol-3-ylcarbamoylmethyl)-1-azonia-bicyclo[2.2.2]octane bromide (Intermediate A) with (R)-3-Hydroxy-1-(pyrazin-2-ylcarbamoylmethyl)-1-azonia-bicyclo[2.2.2]octane bromide (Intermediate H) and by replacing 2,2′-diphenylpropionic acid with cyclopentyl-hydroxy-phenyl-acetic acid, yielding the titled compound a... The reactants are O1C(CCC1)CCO (2-(tetrahydrofuran-2-yl)ethanol), [H-].[Na+] (NaH), ClC1=C(C=C(C=C1)[N+](=O)[O-])OC (1-chloro-2-methoxy-4-nitrobenzene). Solvent: CS(=O)C (DMSO), CS(=O)C (DMSO). Reaction conditions: time 15 minute. The product is COC1=C(OCCC2OCCC2)C=CC(=C1)[N+](=O)[O-] (2-(2-(2-methoxy-4-nitrophenoxy)ethyl)tetrahydrofuran). Yield: 73.0%. Reaction SMILES: [O:1]1[CH2:5][CH2:4][CH2:3][CH:2]1[CH2:6][CH2:7][OH:8].[H-].[Na+].Cl[C:12]1[CH:17]=[CH:16][C:15]([N+:18]([O-:20])=[O:19])=[CH:14][C:13]=1[O:21][CH3:22]>CS(C)=O>[CH3:22][O:21][C:13]1[CH:14]=[C:15]([N+:18]([O-:20])=[O:19])[CH:16]=[CH:17][C:12]=1[O:8][CH2:7][CH2:6][CH:2]1[CH2:3][CH2:4][CH2:5][O:1]1 |f:1.2|. Procedure details: To a solution of 2-(tetrahydrofuran-2-yl)ethanol (1.0 g, 8.61 mmol), prepared following the procedure as described in Synthesis 1996, 594, in 15 mL of DMSO was added NaH (344 mg, 8.61 mmol, 60% in mineral oil) in portions. After the resulting suspension was stirred for 15 min., a solution of 1-chloro-2-methoxy-4-nitrobenzene in 5 mL of DMSO was added dropwise. The reaction mixture was stirred overnight, quenched with 15 mL of H2O, and extracted with EtOAc (3×30 mL). The organic layers were combi... Starting materials: ClC1=CC=C(CN)C=C1 (4-chlorobenzylamine), FC=1C=C2C(=C(C=NC2=CC1F)C(=O)O)O (6,7-difluoro-4-hydroxy-3-quinolinecarboxylic acid), C(=O)(N1C=NC=C1)N1C=NC=C1 (carbonyldiimidazole). The reagents and catalysts are O (water). The solvent is CC(=O)N(C)C (dimethylacetamide), O (water). Run at temperature 25 celsius, time 26 hour. The product is ClC1=CC=C(C=C1)CNC(=O)C=1C=NC2=CC(=C(C=C2C1O)F)F (N-[(4-Chlorophenyl)methyl]-6,7-difluoro-4-hydroxy-3-quinolinecarboxamide). RXN SMILES: [F:1][C:2]1[CH:3]=[C:4]2[C:9](=[CH:10][C:11]=1[F:12])[N:8]=[CH:7][C:6]([C:13]([OH:15])=O)=[C:5]2[OH:16].C(N1C=CN=C1)(N1C=CN=C1)=O.[Cl:29][C:30]1[CH:37]=[CH:36][C:33]([CH2:34][NH2:35])=[CH:32][CH:31]=1>CC(N(C)C)=O.O>[Cl:29][C:30]1[CH:37]=[CH:36][C:33]([CH2:34][NH:35][C:13]([C:6]2[CH:7]=[N:8][C:9]3[C:4]([C:5]=2[OH:16])=[CH:3][C:2]([F:1])=[C:11]([F:12])[CH:10]=3)=[O:15])=[CH:32][CH:31]=1. Reported procedure: A mixture of 0.5 g of 6,7-difluoro-4-hydroxy-3-quinolinecarboxylic acid from preparation No. 15 and 0.435 g of carbonyldiimidazole in 8 mL of anhydrous dimethylacetamide is stirred 4 h at 65° C. The reaction mixture is cooled to 25° C. and 2 drops of distilled water is added. After an additional 10 min 0.34 mL of 4-chlorobenzylamine is added. The mixture is stirred 26 h at 25° C. and then diluted with 10 mL of distilled water. After standing for an additional 30 min the precipitate is collected ... Reactants: C(CCC)C=1NC(=C(N1)C(=O)OC)C(=O)OC (dimethyl 2-butylimidazole-4,5-dicarboxylate), BrCC1=CC=C(C=C1)C=1C(=CC=CC1)C(=O)OC(C)(C)C (t-butyl 4'-bromomethylbiphenyl-2-carboxylate), C[O-].[Na+] (sodium methoxide), [Na] (sodium). Run in CO (methanol), CN(C(C)=O)C (N,N-dimethylacetamide), CO (methanol), O (water), C(C)(=O)OCC (ethyl acetate), CN(C(C)=O)C (N,N-dimethylacetamide). Conditions: time 2 hour. The product is C(C)(C)(C)OC(=O)C1=C(C=CC=C1)C1=CC=C(C=C1)CN1C(=NC(=C1C(=O)OC)C(=O)OC)CCCC (Dimethyl 1-[(2'-t-butoxycarbonylbiphenyl-4yl)methyl]-2-butylimidazole-4,5-dicarboxylate). The yield is 99.5%. RXN SMILES: C[O-].[Na+].[Na].[CH2:5]([C:9]1[NH:10][C:11]([C:18]([O:20][CH3:21])=[O:19])=[C:12]([C:14]([O:16][CH3:17])=[O:15])[N:13]=1)[CH2:6][CH2:7][CH3:8].Br[CH2:23][C:24]1[CH:29]=[CH:28][C:27]([C:30]2[C:31]([C:36]([O:38][C:39]([CH3:42])([CH3:41])[CH3:40])=[O:37])=[CH:32][CH:33]=[CH:34][CH:35]=2)=[CH:26][CH:25]=1>CO.CN(C)C(=O)C.O.C(OCC)(=O)C>[C:39]([O:38][C:36]([C:31]1[CH:32]=[CH:33][CH:34]=[CH:35][C:30]=1[C:27]1[CH:28]=[CH:29][C:24]([CH2:23][N:13]2[C:12]([C:14]([O:16][CH3:17])=[O:15])=[C:11]([C:18]([O:20][CH3:21])=[O:19])[N:10]=[C:9]2[CH2:5][CH2:6][CH2:7][CH3:8])=[CH:25][CH:26]=1)=[O:37])([CH3:42])([CH3:41])[CH3:40] |f:0.1,^1:3|. Procedure: A sodium methoxide solution prepared from 0.69 g of sodium and 40 ml of methanol was added to a solution of 7.2 g of dimethyl 2-butylimidazole-4,5-dicarboxylate (prepared as described in Preparation 4) in 40 ml of methanol, and the resulting mixture was concentrated by evaporation under reduced pressure. The resulting residue was mixed with benzene, and the mixture was concentrated by distillation under reduced pressure. After this operation had been repeated three times, the solid thus obtained... Run at time 2 hour. Starting materials: 15N sodium hydroxide, C1(=CC=CC=C1)S(=O)(=O)NC1CC2=CC=C(C=C2C1)C(CCC(=O)OC)=O (methyl 4-[2-benzenesulphonamidoindan-5-yl]-4-oxobutyrate). Procedure details: 2.7 ml of 15N sodium hydroxide solution are added to 8.3 g (21.4 mmol) of methyl 4-[2-benzenesulphonamidoindan-5-yl]-4-oxobutyrate in 20 ml of ethanol and the mixture is boiled for 2 hours. The mixture is evaporated in vacuo, the residue is taken up in water, and the reaction product is precipitated with hydrochloric acid. It is crystallised from ethyl acetate/diisopropyl ether. Yields the product C1(=CC=CC=C1)S(=O)(=O)NC1CC2=CC=C(C=C2C1)C(CCC(=O)O)=O (4-(2-Benzenesulphonamido-indan-5-yl)-4-oxobutyric acid). The solvent is C(C)O (ethanol). Reaction SMILES: [C:1]1([S:7]([NH:10][CH:11]2[CH2:19][C:18]3[C:13](=[CH:14][CH:15]=[C:16]([C:20](=[O:27])[CH2:21][CH2:22][C:23]([O:25]C)=[O:24])[CH:17]=3)[CH2:12]2)(=[O:9])=[O:8])[CH:6]=[CH:5][CH:4]=[CH:3][CH:2]=1>C(O)C>[C:1]1([S:7]([NH:10][CH:11]2[CH2:19][C:18]3[C:13](=[CH:14][CH:15]=[C:16]([C:20](=[O:27])[CH2:21][CH2:22][C:23]([OH:25])=[O:24])[CH:17]=3)[CH2:12]2)(=[O:9])=[O:8])[CH:2]=[CH:3][CH:4]=[CH:5][CH:6]=1. Starting materials: O=C(OC(=O)C(F)(F)F)C(F)(F)F, CC(C)CN(C(=O)c1cnc(C(C)(C)C)nc1NCc1ccco1)C1CC(C(N)=O)CN(C(=O)OC(C)(C)C)C1, c1ccncc1. Product: CC(C)CN(C(=O)c1cnc(C(C)(C)C)nc1NCc1ccco1)C1CC(C#N)CN(C(=O)OC(C)(C)C)C1. Reaction SMILES: [F:41][C:42]([F:43])([F:44])[C:45]([O:46][C:47](=[O:48])[C:49]([F:50])([F:51])[F:52])=[O:53].[NH2:1][C:2](=[O:3])[CH:4]1[CH2:5][N:6]([C:34](=[O:35])[O:36][C:37]([CH3:38])([CH3:39])[CH3:40])[CH2:7][CH:8]([N:10]([CH2:11][CH:12]([CH3:13])[CH3:14])[C:15](=[O:16])[c:17]2[c:18]([NH:27][CH2:28][c:29]3[o:30][cH:31][cH:32][cH:33]3)[n:19][c:20]([C:23]([CH3:24])([CH3:25])[CH3:26])[n:21][cH:22]2)[CH2:9]1.[cH:54]1[cH:55][cH:56][n:57][cH:58][cH:59]1>>[N:1]#[C:2][CH:4]1[CH2:5][N:6]([C:34](=[O:35])[O:36][C:37]([CH3:38])([CH3:39])[CH3:40])[CH2:7][CH:8]([N:10]([CH2:11][CH:12]([CH3:13])[CH3:14])[C:15](=[O:16])[c:17]2[c:18]([NH:27][CH2:28][c:29]3[o:30][cH:31][cH:32][cH:33]3)[n:19][c:20]([C:23]([CH3:24])([CH3:25])[CH3:26])[n:21][cH:22]2)[CH2:9]1. The reactants are O=C([O-])[O-], CCN(CC)C(=O)Cl, CC#N, O=C(O)C(F)(F)F, [K+], [K+], NCCc1cccc(-c2nc(=O)c3ccccc3s2)n1. The product is CCN(CC)C(=O)NCCc1cccc(-c2nc(=O)c3ccccc3s2)n1. As a reaction SMILES: [C:28](=[O:29])([O-:30])[O-:31].[CH2:34]([CH3:35])[N:36]([C:37](=[O:38])[Cl:39])[CH2:40][CH3:41].[CH3:42][C:43]#[N:44].[F:1][C:2]([F:3])([F:4])[C:5]([OH:6])=[O:7].[K+:32].[K+:33].[NH2:8][CH2:9][CH2:10][c:11]1[cH:12][cH:13][cH:14][c:15](-[c:17]2[s:18][c:19]3[c:20]([c:21](=[O:23])[n:22]2)[cH:24][cH:25][cH:26][cH:27]3)[n:16]1>>[NH:8]([CH2:9][CH2:10][c:11]1[cH:12][cH:13][cH:14][c:15](-[c:17]2[s:18][c:19]3[c:20]([c:21](=[O:23])[n:22]2)[cH:24][cH:25][cH:26][cH:27]3)[n:16]1)[C:37]([N:36]([CH2:34][CH3:35])[CH2:40][CH3:41])=[O:38]. The reactants are N1N=NN=C1C=1C=C2C(NC=NC2=CC1)=O.FC(C1=NN=C(O1)C=1C=C2C(NC=NC2=CC1)=O)(F)F (6-(5-Trifluoromethyl-1,3,4-oxadiazol-2-yl)quinazolin-4-one 6-(1,2,3,4-Tetrazol-5-yl)-quinazolin-4-one). Run in FC(C(=O)OC(C(F)(F)F)=O)(F)F (trifluoroacetic anhydride). The product is CC1=NN=C(O1)C=1C=C2C(NC=NC2=CC1)=O (6-(5-Methyl-1,3,4-oxadiazol-2-yl)quinazolin-4-one). Isolated yield 171.8%. Reaction SMILES: N1C(C2C=C3C(=CC=2)N=CNC3=O)=NN=N1.F[C:18](F)(F)[C:19]1[O:23][C:22]([C:24]2[CH:25]=[C:26]3[C:31](=[CH:32][CH:33]=2)[N:30]=[CH:29][NH:28][C:27]3=[O:34])=[N:21][N:20]=1>FC(F)(F)C(OC(=O)C(F)(F)F)=O>[CH3:18][C:19]1[O:23][C:22]([C:24]2[CH:25]=[C:26]3[C:31](=[CH:32][CH:33]=2)[N:30]=[CH:29][NH:28][C:27]3=[O:34])=[N:21][N:20]=1 |f:0.1|. Procedure details: 6-(5-Trifluoromethyl-1,3,4-oxadiazol-2-yl)quinazolin-4-one 6-(1,2,3,4-Tetrazol-5-yl)-quinazolin-4-one (1.0 g) was treated with trifluoroacetic anhydride (50 ml) at 50° C. under N2 for 5 hours. The anhydride was removed in vacuo, the residue absorbed onto silica and purified by chromatography to give the title compound as a white solid (0.79 g); δH [2H6]DMSO 12.63(1H,bs), 8.71(1H,d), 8.45(1H,dd), 8.27(1H,s), 7.90(1H,d); m/z (M−1+) 281. Reactants: NC(C(=O)N)C(=O)N (2-aminomalonamide), C(C(=O)O)(=O)O (oxalic acid), Cl (hydrochloric acid), C(OCC)(OCC)OCC (triethyl orthoformate). Run in CC(C)O (2-propanol), O (water), O (water). Conditions: temperature 80 celsius, time 8 hour. Product: O.O.Cl.OC1=C(N=CN1)C(=O)N (5-hydroxy-1H-imidazole-4-carboxamide hydrochloric acid salt dihydrate). Reaction SMILES: [NH2:1][CH:2]([C:6]([NH2:8])=[O:7])[C:3]([NH2:5])=[O:4].[C:9](O)(=O)C(O)=[O:11].C(OCC)(OCC)OCC.[ClH:25]>O.CC(O)C>[OH2:4].[OH2:11].[ClH:25].[OH:4][C:3]1[NH:5][CH:9]=[N:1][C:2]=1[C:6]([NH2:8])=[O:7] |f:6.7.8.9|. Reported procedure: Under the nitrogen atmosphere, 10 g of 2-aminomalonamide and 38.4 mg of oxalic acid were added to 200 mL of 2-propanol. After heating to 80° C., 35.4 mL of triethyl orthoformate was added dropwise to the mixture over 5 minutes. Subsequently, the reaction mixture was stirred for 8 hours at 80° C. Color of the reaction liquid was pale yellow when the reaction was completed. Subsequently, after cooling to 53° C., the reaction mixture was added with 10 mL of water followed by 8 mL of conc. hydrochlo...